Dataset: the Open Reaction Database (ORD), a public repository of structured organic reaction records. Task: describe an organic reaction: reactants, conditions, products, and yield Reactants: C(=O)=O (CO2), C(C)(C)C1=C(C=CC=C1)S (2-isopropylthiophenol), CN(C)CCN(C)C (TMEDA), [Li]CCCC (n-BuLi). Run in C1CCCCC1 (cyclohexane). Reaction conditions: time 24 hour. The product is SC1=C(C(=O)O)C=CC=C1C(C)C (2-mercapto-3-isopropylbenzoic acid). RXN SMILES: [CH:1]([C:4]1[CH:9]=[CH:8][CH:7]=[CH:6][C:5]=1[SH:10])([CH3:3])[CH3:2].CN(CCN(C)C)C.[Li]CCCC.[C:24](=[O:26])=[O:25]>C1CCCCC1>[SH:10][C:5]1[C:4]([CH:1]([CH3:3])[CH3:2])=[CH:9][CH:8]=[CH:7][C:6]=1[C:24]([OH:26])=[O:25]. Reported procedure: To a solution of 1.0 mmol 2-isopropylthiophenol and 2.2 mmol TMEDA in 2 mL cyclohexane was added 2.2 mmol n-BuLi. Then after stirring 24 h it was added to solid CO2 and stirred for 16 h when extraction and chromatography provided 2-mercapto-3-isopropylbenzoic acid. The methyl ester of this was treated as in example 3 to provide the title compound. Starting materials: CCOC(=O)C(C(=O)OCC)N(Cc1ccccc1)Cc1ccc(OC)cc1OC, CCO. Yields the product CCOC(=O)C(NCc1ccc(OC)cc1OC)C(=O)OCC. Reaction SMILES: [CH2:1]([c:2]1[cH:3][cH:4][cH:5][cH:6][cH:7]1)[N:8]([CH2:9][c:10]1[c:11]([O:18][CH3:19])[cH:12][c:13]([O:16][CH3:17])[cH:14][cH:15]1)[CH:20]([C:21](=[O:22])[O:23][CH2:24][CH3:25])[C:26](=[O:27])[O:28][CH2:29][CH3:30].[CH3:31][CH2:32][OH:33]>>[NH:8]([CH2:9][c:10]1[c:11]([O:18][CH3:19])[cH:12][c:13]([O:16][CH3:17])[cH:14][cH:15]1)[CH:20]([C:21](=[O:22])[O:23][CH2:24][CH3:25])[C:26](=[O:27])[O:28][CH2:29][CH3:30]. RXN SMILES: [CH3:7][S:8]([O:9][CH2:12][CH2:13][C:14]([c:15]1[cH:16][cH:17][c:18]([F:21])[cH:19][cH:20]1)([F:22])[F:23])(=[O:10])=[O:11].[CH:24]12[CH:25]([CH2:31][NH:32][C:33]([c:34]3[c:35]([SH:40])[n:36][cH:37][cH:38][cH:39]3)=[O:41])[CH2:26][CH:27]([CH2:28][CH2:29]1)[CH2:30]2.[K+:1].[K+:2].[O-:3][C:4]([O-:5])=[O:6].[O:42]=[CH:43][N:44]([CH3:45])[CH3:46]>>[CH2:12]([CH2:13][C:14]([c:15]1[cH:16][cH:17][c:18]([F:21])[cH:19][cH:20]1)([F:22])[F:23])[S:40][c:35]1[c:34]([C:33]([NH:32][CH2:31][CH:25]2[CH:24]3[CH2:29][CH2:28][CH:27]([CH2:26]2)[CH2:30]3)=[O:41])[cH:39][cH:38][cH:37][n:36]1. The product is O=C(NCC1CC2CCC1C2)c1cccnc1SCCC(F)(F)c1ccc(F)cc1. Starting materials: CS(=O)(=O)OCCC(F)(F)c1ccc(F)cc1, O=C(NCC1CC2CCC1C2)c1cccnc1S, [K+], [K+], O=C([O-])[O-], CN(C)C=O. Yield: 50.0%. Procedure: To a mixture of 3-((E)-2-(4-fluorophenyl)-3-(imidazol-1-yl)-prop-1-enyl)benzoic acid (0.50 g, 1.55 mmol; prepared as the product of step D in Example 1), EDC (0.30 g, 1.55 mmol) and HOBt (0.21 g, 1.55 mmol) in dichloromethane (20 ml) was added α-methyl methionine methyl ester (0.33 g, 1.55 mmol) and 4-methylmorpholine (0.17 ml, 1.55 mmol). The solution was stirred at room temperature for 17 hrs, washed with brine (3×40 ml) dried over (MgSO4) and the solvent evaporated to leave a yellow gum. This... RXN SMILES: [F:1][C:2]1[CH:7]=[CH:6][C:5](/[C:8](/[CH2:19][N:20]2[CH:24]=[CH:23][N:22]=[CH:21]2)=[CH:9]\[C:10]2[CH:11]=[C:12]([CH:16]=[CH:17][CH:18]=2)[C:13](O)=[O:14])=[CH:4][CH:3]=1.C(Cl)CCl.C1C=CC2N(O)N=NC=2C=1.[CH3:39][O:40][C:41](=[O:49])[C@:42]([CH3:48])([CH2:44][CH2:45][S:46][CH3:47])[NH2:43].CN1CCOCC1>ClCCl>[F:1][C:2]1[CH:7]=[CH:6][C:5](/[C:8](/[CH2:19][N:20]2[CH:24]=[CH:23][N:22]=[CH:21]2)=[CH:9]\[C:10]2[CH:11]=[C:12]([CH:16]=[CH:17][CH:18]=2)[C:13]([NH:43][C@@:42]([CH3:48])([CH2:44][CH2:45][S:46][CH3:47])[C:41]([O:40][CH3:39])=[O:49])=[O:14])=[CH:4][CH:3]=1. The solvent is ClCCl (dichloromethane). Reactants: FC1=CC=C(C=C1)\C(=C/C=1C=C(C(=O)O)C=CC1)\CN1C=NC=C1 (3-((E)-2-(4-fluorophenyl)-3-(imidazol-1-yl)-prop-1-enyl)benzoic acid), COC([C@@](N)(CCSC)C)=O (α-methyl methionine methyl ester), CN1CCOCC1 (4-methylmorpholine), product, C(CCl)Cl (EDC), C=1C=CC2=C(C1)N=NN2O (HOBt). The product is FC1=CC=C(C=C1)\C(=C/C=1C=C(C(=O)N[C@](C(=O)OC)(CCSC)C)C=CC1)\CN1C=NC=C1 (methyl (2S)-2-{3-[(E)-2-(4-fluorophenyl)-3-(imidazol-1-yl)-prop-1-enyl]-benzamido}-2-methyl-4-methylsulfanylbutanoate). Run at time 17 hour. Starting materials: C=CC(=O)OC, CC#N, O=c1[nH]c(-c2cccc(Cl)c2)co1, O, O=S(=O)(O)O. Product: COC(=O)CCc1oc(=O)[nH]c1-c1cccc(Cl)c1. As a reaction SMILES: [C:22]([CH:23]=[CH2:24])(=[O:25])[O:26][CH3:27].[CH3:14][C:15]#[N:16].[Cl:1][c:2]1[cH:3][c:4](-[c:8]2[nH:9][c:10](=[O:13])[o:11][cH:12]2)[cH:5][cH:6][cH:7]1.[OH2:28].[S:17](=[O:18])(=[O:19])([OH:20])[OH:21]>>[Cl:1][c:2]1[cH:3][c:4](-[c:8]2[nH:9][c:10](=[O:13])[o:11][c:12]2[CH2:24][CH2:23][C:22](=[O:25])[O:26][CH3:27])[cH:5][cH:6][cH:7]1. The reactants are CO (MeOH), C(C)(=O)C1=CC=C(C#N)C=C1 (4-Acetylbenzonitrile), [BH4-].[Na+] (NaBH4). The solvent is C1CCOC1 (THF). Conditions: time 30 minute. The product is OC(C)C1=CC=C(C#N)C=C1 (4-(1-Hydroxyethyl)benzonitrile). Reaction SMILES: [C:1]([C:4]1[CH:11]=[CH:10][C:7]([C:8]#[N:9])=[CH:6][CH:5]=1)(=[O:3])[CH3:2].CO.[BH4-].[Na+]>C1COCC1>[OH:3][CH:1]([C:4]1[CH:11]=[CH:10][C:7]([C:8]#[N:9])=[CH:6][CH:5]=1)[CH3:2] |f:2.3|. Reported procedure: 4-Acetylbenzonitrile (3 g, 20.67 mmol) was dissolved in THF (5 mL) and MeOH (5 mL) and cooled to 0° C. NaBH4 (0.782 g, 20.67 mmol) was added slowly. The reaction aged at rt for 30 min and was concentrated. 2M aq HCl was added and the solution was extracted with EtOAc. The organic layer was washed with water, dried with Na2SO4, filtered and concentrated to provide the product. Starting materials: C(C)(=O)SCCI (2-acetylthio-1-iodoethane), N1CC=CC2=CC(C=C12)(P(OCC)(=O)OCC)P(OCC)(=O)OCC (dihydro-1-pyrindine-6,6-bisphosphonic acid, tetraethyl ester), C(C)(C)[N-]C(C)C.[Li+] (lithium diisopropyl amide). The solvent is C1CCOC1 (THF), C1CCOC1 (THF), C1CCOC1 (THF). Reaction conditions: time 30 minute. Yields the product C(C)(=O)SCCC=1C(C=C2C=CCNC12)(P(OCC)(=O)OCC)P(OCC)(=O)OCC (Dihydro-7-(2-acetylthioethyl)-1-pyrindine-6,6-bisphosphonic acid, tetraethyl ester). Reaction SMILES: [NH:1]1[C:9]2[C:5](=[CH:6][C:7]([P:18]([O:23][CH2:24][CH3:25])(=[O:22])[O:19][CH2:20][CH3:21])([P:10]([O:15][CH2:16][CH3:17])(=[O:14])[O:11][CH2:12][CH3:13])[CH:8]=2)[CH:4]=[CH:3][CH2:2]1.C([N-]C(C)C)(C)C.[Li+].[C:34]([S:37][CH2:38][CH2:39]I)(=[O:36])[CH3:35]>C1COCC1>[C:34]([S:37][CH2:38][CH2:39][C:8]1[C:7]([P:18]([O:23][CH2:24][CH3:25])(=[O:22])[O:19][CH2:20][CH3:21])([P:10]([O:11][CH2:12][CH3:13])(=[O:14])[O:15][CH2:16][CH3:17])[CH:6]=[C:5]2[C:9]=1[NH:1][CH2:2][CH:3]=[CH:4]2)(=[O:36])[CH3:35] |f:1.2|. Procedure details: To a solution of dihydro-1-pyrindine-6,6-bisphosphonic acid, tetraethyl ester (7.0 mmol) [prepared as described in Example A, Part I] in anhydrous THF (100 ml) at -78° C. under argon is added dropwise a pregenerated solution of lithium diisopropyl amide (7.0 mmol) in THF (10 ml). After stirring 30 minutes, to this is added 2-acetylthio-1-iodoethane (7.5 mmol) in THF (25 ml). The reaction mixture is stirred at -78° C. for 5 hours then allowed to warm to room temperature and stirred overnight. The... RXN SMILES: C(Cl)CCl.[C:5]([N:8]1[CH2:15][S:14][CH2:13][C@@H:9]1[C:10]([OH:12])=[O:11])(=[O:7])[CH3:6].[CH3:16][O:17][C:18](=[O:29])[C@H:19]([CH2:21][C:22]1[CH:27]=[CH:26][C:25]([OH:28])=[CH:24][CH:23]=1)[NH2:20].C1C=CC2N(O)N=NC=2C=1.CN1CCOCC1>CN(C=O)C>[C:5]([N:8]1[CH2:15][S:14][CH2:13][C@@H:9]1[C:10]([OH:12])=[O:11])(=[O:7])[CH3:6].[CH3:16][O:17][C:18](=[O:29])[C@H:19]([CH2:21][C:22]1[CH:23]=[CH:24][C:25]([OH:28])=[CH:26][CH:27]=1)[NH2:20] |f:6.7|. Procedure details: EDC (2.11 g, 11 mmol) was added to a stirred solution of N-acetyl-D-thioproline (1.75 g, 10 mmol), tyrosine methyl ester (2.32 g, 10 mmol), HOBT (1.49 g, 11 mmol) and NMM (2.31 ml, 21 mmol) in DMF (50 ml) at 0°. The mixture was stirred at room temperature overnight. The DMF was evaporated in vacuo and the residue dissolved in ethyl acetate (400 ml), and water (50 ml). The organic phase was washed with 10% citric acid (100 ml), saturated aqueous NaHCO3 (100 ml), water (100 ml) and brine (100 ml),... Run in CN(C)C=O (DMF). Product: C(C)(=O)N1[C@@H](C(=O)O)CSC1.COC([C@@H](N)CC1=CC=C(C=C1)O)=O (N-Acetyl-D-thioproline L-tyrosine methyl ester), solid. Run at time 8 hour. The reactants are C(CCl)Cl (EDC), C(C)(=O)N1[C@@H](C(=O)O)CSC1 (N-acetyl-D-thioproline), COC([C@@H](N)CC1=CC=C(C=C1)O)=O (tyrosine methyl ester), C=1C=CC2=C(C1)N=NN2O (HOBT), CN1CCOCC1 (NMM). Yield: 78.0%. The reactants are ClC1=CC=C2CC(C(C2=C1)=O)N1C(=NC(=C1)C(=O)OCC)C(=O)OCC (diethyl 1-(6-chloro-1-oxoindan-2-yl)imidazole-2,4-dicarboxylate), C(C)(=O)[O-].[NH4+] (ammonium acetate), C(C)(=O)O (acetic acid). The solvent is CO (methanol), CC(=O)C (acetone), C(C)#N (acetonitrile). The product is ClC=1C=CC=2CC3=C(NC(C=4N3C=C(N4)C(=O)OCC)=O)C2C1 (ethyl 7-chloro-4,5-dihydro-4-oxo-10H-imidazo[1,2-a]indeno[1,2-e]pyrazine-2-carboxylate). Yield: 61.7%. Reaction SMILES: [Cl:1][C:2]1[CH:10]=[C:9]2[C:5]([CH2:6][CH:7]([N:12]3[CH:16]=[C:15]([C:17]([O:19][CH2:20][CH3:21])=[O:18])[N:14]=[C:13]3[C:22]([O:24]CC)=O)[C:8]2=O)=[CH:4][CH:3]=1.C([O-])(=O)C.[NH4+:31].C(O)(=O)C>C(#N)C.CO.CC(C)=O>[Cl:1][C:2]1[CH:3]=[CH:4][C:5]2[CH2:6][C:7]3[N:12]4[CH:16]=[C:15]([C:17]([O:19][CH2:20][CH3:21])=[O:18])[N:14]=[C:13]4[C:22](=[O:24])[NH:31][C:8]=3[C:9]=2[CH:10]=1 |f:1.2|. Procedure details: The procedure is as in Example 1 but starting from 5 g of diethyl 1-(6-chloro-1-oxoindan-2-yl)imidazole-2,4-dicarboxylate, 118 g of ammonium acetate and 190 ml of acetic acid. After washing the precipitate with water and then with methyl ethyl ketone, the solid obtained is first of all ground in acetonitrile and then in methanol and finally in acetone to obtain 2.7 g of ethyl 7-chloro-4,5-dihydro-4-oxo-10H-imidazo[1,2-a]indeno[1,2-e]pyrazine-2-carboxylate in the form of a brown solid melting abo...